From a dataset of the Open Reaction Database (ORD), a public repository of structured organic reaction records. describe an organic reaction: reactants, conditions, products, and yield Reactants: C(#N)CNC(C(CC(C)C)OC(C1=CC=C(C=C1)C(=O)N1CCNCC1)C1=CC=CC=C1)=O (N-(cyanomethyl)-4-methyl-2-{phenyl[4-(piperazin-1-ylcarbonyl)phenyl]methoxy}pentanamide), C(=O)([O-])[O-].[Na+].[Na+] (Na2CO3), BrCCF (2-bromofluoroethane). Run in C(C)#N (acetonitrile). Reaction conditions: temperature 85 celsius. Product: C(#N)CNC(C(CC(C)C)OC(C1=CC=CC=C1)C1=CC=C(C=C1)C(=O)N1CCN(CC1)CCF)=O (N-(cyanomethyl)-2-[(4-{[4-(2-fluoroethyl)piperazin-1-yl]carbonyl}phenyl)(phenyl)methoxy]-4-methylpentanamide). RXN SMILES: [C:1]([CH2:3][NH:4][C:5](=[O:33])[CH:6]([O:11][CH:12]([C:27]1[CH:32]=[CH:31][CH:30]=[CH:29][CH:28]=1)[C:13]1[CH:18]=[CH:17][C:16]([C:19]([N:21]2[CH2:26][CH2:25][NH:24][CH2:23][CH2:22]2)=[O:20])=[CH:15][CH:14]=1)[CH2:7][CH:8]([CH3:10])[CH3:9])#[N:2].C([O-])([O-])=O.[Na+].[Na+].Br[CH2:41][CH2:42][F:43]>C(#N)C>[C:1]([CH2:3][NH:4][C:5](=[O:33])[CH:6]([O:11][CH:12]([C:13]1[CH:18]=[CH:17][C:16]([C:19]([N:21]2[CH2:22][CH2:23][N:24]([CH2:41][CH2:42][F:43])[CH2:25][CH2:26]2)=[O:20])=[CH:15][CH:14]=1)[C:27]1[CH:32]=[CH:31][CH:30]=[CH:29][CH:28]=1)[CH2:7][CH:8]([CH3:10])[CH3:9])#[N:2] |f:1.2.3|. Procedure details: To a solution of N-(cyanomethyl)-4-methyl-2-{phenyl[4-(piperazin-1-ylcarbonyl)phenyl]methoxy}pentanamide from example 17, step 7 (79 mg, 0.18 mmol) in acetonitrile (1 mL), was added Na2CO3 (37 mg, 0.36 mmol) and 2-bromofluoroethane (39 μL, 0.525 mmol). The reaction was heated in a sealed tube at 85° C. for 16 hours and was then cooled down to room temperature. The mixture was then concentrated and the crude residue chromatographed on silica gel using 1% NH4OH and 9% methanol in dichloromethane t... Reactants: BrC=1SC(=C(N1)Br)C(=O)OCC (ethyl 2,4-dibromo-1,3-thiazole-5-carboxylate), C([O-])([O-])=O.[Cs+].[Cs+] (cesium carbonate), O1CCCC1 (tetrahydrofuran), N1CCOCC1 (morpholine). Run in CCOC(=O)C (EtOAc), O (water). Reaction conditions: temperature 90 celsius, time 4 hour. The product is BrC=1N=C(SC1C(=O)OCC)N1CCOCC1 (ethyl 4-bromo-2-morpholin-4-yl-1,3-thiazole-5-carboxylate). Yield: 81.1%. RXN SMILES: Br[C:2]1[S:3][C:4]([C:8]([O:10][CH2:11][CH3:12])=[O:9])=[C:5]([Br:7])[N:6]=1.C(=O)([O-])[O-].[Cs+].[Cs+].O1CCCC1.[NH:24]1[CH2:29][CH2:28][O:27][CH2:26][CH2:25]1>CCOC(C)=O.O>[Br:7][C:5]1[N:6]=[C:2]([N:24]2[CH2:29][CH2:28][O:27][CH2:26][CH2:25]2)[S:3][C:4]=1[C:8]([O:10][CH2:11][CH3:12])=[O:9] |f:1.2.3|. Procedure details: In a sealable reaction vessel, to a suspension of ethyl 2,4-dibromo-1,3-thiazole-5-carboxylate (2.90 g, 9.21 mmol, prepared as in WO 2005026149) and cesium carbonate (9.00 g, 27.6 mmol) in tetrahydrofuran (24.3 mL, 299 mmol) was added morpholine (0.883 mL, 10.1 mmol), at which point the vessel was sealed and the mixture was heated with stirring at 90° C. for 4 hours. Reaction mixture was diluted with EtOAc and water and transferred to a separatory funnel. Layers were separated, and the organic l... The reactants are O=C([O-])CC(O)(CC(=O)[O-])C(=O)[O-], CN(CC(CC=O)c1ccc(Cl)cc1)C(=O)c1cccc2c1CCCC2, O=C1NCCCN1C1CCNCC1, O. The product is CN(CC(CCN1CCC(N2CCCNC2=O)CC1)c1ccc(Cl)cc1)C(=O)c1cccc2c1CCCC2. RXN SMILES: [C:40]([O-:41])(=[O:42])[CH2:43][C:44]([CH2:45][C:46]([O-:47])=[O:48])([C:49]([O-:50])=[O:51])[OH:52].[Cl:1][c:2]1[cH:3][cH:4][c:5]([CH:8]([CH2:9][N:10]([C:11](=[O:12])[c:13]2[cH:14][cH:15][cH:16][c:17]3[c:22]2[CH2:21][CH2:20][CH2:19][CH2:18]3)[CH3:23])[CH2:24][CH:25]=[O:26])[cH:6][cH:7]1.[O:27]=[C:28]1[N:29]([CH:34]2[CH2:35][CH2:36][NH:37][CH2:38][CH2:39]2)[CH2:30][CH2:31][CH2:32][NH:33]1.[OH2:53]>>[Cl:1][c:2]1[cH:3][cH:4][c:5]([CH:8]([CH2:9][N:10]([C:11](=[O:12])[c:13]2[cH:14][cH:15][cH:16][c:17]3[c:22]2[CH2:21][CH2:20][CH2:19][CH2:18]3)[CH3:23])[CH2:24][CH2:25][N:37]2[CH2:36][CH2:35][CH:34]([N:29]3[C:28](=[O:27])[NH:33][CH2:32][CH2:31][CH2:30]3)[CH2:39][CH2:38]2)[cH:6][cH:7]1.